Dataset: the Open Reaction Database (ORD), a public repository of structured organic reaction records. Task: describe an organic reaction: reactants, conditions, products, and yield The reactants are CN(C(=O)Cl)c1ccccc1, COc1ccc(-c2c(-c3ccc(F)cc3)c(-c3ccc(C)cc3)nn2O)cc1. As a reaction SMILES: [CH3:29][N:30]([C:31](=[O:32])[Cl:33])[c:34]1[cH:35][cH:36][cH:37][cH:38][cH:39]1.[OH:1][n:2]1[n:3][c:4](-[c:22]2[cH:23][cH:24][c:25]([CH3:28])[cH:26][cH:27]2)[c:5](-[c:15]2[cH:16][cH:17][c:18]([F:21])[cH:19][cH:20]2)[c:6]1-[c:7]1[cH:8][cH:9][c:10]([O:13][CH3:14])[cH:11][cH:12]1>>[O:1]([n:2]1[n:3][c:4](-[c:22]2[cH:23][cH:24][c:25]([CH3:28])[cH:26][cH:27]2)[c:5](-[c:15]2[cH:16][cH:17][c:18]([F:21])[cH:19][cH:20]2)[c:6]1-[c:7]1[cH:8][cH:9][c:10]([O:13][CH3:14])[cH:11][cH:12]1)[C:31]([N:30]([CH3:29])[c:34]1[cH:35][cH:36][cH:37][cH:38][cH:39]1)=[O:32]. Product: COc1ccc(-c2c(-c3ccc(F)cc3)c(-c3ccc(C)cc3)nn2OC(=O)N(C)c2ccccc2)cc1. Reactants: NC(=O)c1cc(Br)co1, O=CC(Cl)(Cl)Cl, Cc1ccccc1C. Yields the product O=C(NC(O)C(Cl)(Cl)Cl)c1cc(Br)co1. RXN SMILES: [Br:1][c:2]1[cH:3][c:4]([C:7](=[O:8])[NH2:9])[o:5][cH:6]1.[O:10]=[CH:11][C:12]([Cl:13])([Cl:14])[Cl:15].[c:16]1([CH3:17])[c:18]([CH3:19])[cH:20][cH:21][cH:22][cH:23]1>>[Br:1][c:2]1[cH:3][c:4]([C:7](=[O:8])[NH:9][CH:11]([OH:10])[C:12]([Cl:13])([Cl:14])[Cl:15])[o:5][cH:6]1. Starting materials: FC=1C=C(C=NC1)CN ((5-fluoropyridin-3-yl)methanamine), N1N=C(C=C1)CN ((1H-pyrazol-3-yl)methanamine), CC=1N=C(SC1C(=O)O)N1C(N(CC1)CCCC(F)(F)F)=O (4-methyl-2-(2-oxo-3-(4,4,4-trifluorobutyl)imidazolidin-1-yl)thiazole-5-carboxylic acid). Product: N1N=CC(=C1)CNC(=O)C1=C(N=C(S1)N1C(N(CC1)CCCC(F)(F)F)=O)C (N-((1H-pyrazol-4-yl)methyl)-4-methyl-2-(2-oxo-3-(4,4,4-trifluorobutyl)imidazolidin-1-yl)thiazole-5-carboxamide). The yield is 3.0%. As a reaction SMILES: FC1C=C(CN)[CH:5]=[N:6]C=1.[NH:10]1[CH:14]=[CH:13][C:12](CN)=[N:11]1.[CH3:17][C:18]1[N:19]=[C:20]([N:26]2[CH2:30][CH2:29][N:28]([CH2:31][CH2:32][CH2:33][C:34]([F:37])([F:36])[F:35])[C:27]2=[O:38])[S:21][C:22]=1[C:23]([OH:25])=O>>[NH:11]1[CH:12]=[C:13]([CH2:5][NH:6][C:23]([C:22]2[S:21][C:20]([N:26]3[CH2:30][CH2:29][N:28]([CH2:31][CH2:32][CH2:33][C:34]([F:37])([F:36])[F:35])[C:27]3=[O:38])=[N:19][C:18]=2[CH3:17])=[O:25])[CH:14]=[N:10]1. Procedure details: Following the procedure as describe in Example 12, making variations as required to replace (5-fluoropyridin-3-yl)methanamine with (1H-pyrazol-3-yl)methanamine to react with 4-methyl-2-(2-oxo-3-(4,4,4-trifluorobutyl)imidazolidin-1-yl)thiazole-5-carboxylic acid in place of 2-(3-(cyclopropylmethyl)-2-oxoimidazolidin-1-yl)-4-methylthiazole-5-carboxylic acid, the title compound was obtained as a colorless solid in 3% yield: 1H NMR (300 MHz, DMSO-d6) δ 12.58 (s, 1H), 8.34-8.32 (m, 1H), 7.58-7.57 (m, ... Reactants: CC(=O)OCC1=C(N2[C@@H]([C@@H](C2=O)N)SC1)C(=O)O (7-ACA), [N+](=O)([O-])C (nitromethane), CC(=O)OCC1=C(N2[C@@H]([C@@H](C2=O)N)SC1)C(=O)O (7-amino-cephalosporanic acid), N (ammonia). Reagents/catalysts: [Cl-].[Zn+2].[Cl-] (zinc chloride). Solvent: CO (methanol), CO (methanol), O (water). Run at temperature 60 celsius. Yields the product desired product, NC1[C@@H]2N(C(=C(CS2)COC)C(=O)O)C1=O (7-amino-3-methoxymethyl-3-cephem-4-carboxylic acid). Reaction SMILES: [N+](C)([O-])=O.C[C:6]([O:8][CH2:9][C:10]1[CH2:19][S:18][C@@H:13]2[C@H:14]([NH2:17])[C:15](=[O:16])[N:12]2[C:11]=1[C:20]([OH:22])=[O:21])=O.N>[Cl-].[Zn+2].[Cl-].CO.O>[NH2:17][CH:14]1[C:15](=[O:16])[N:12]2[C:11]([C:20]([OH:22])=[O:21])=[C:10]([CH2:9][O:8][CH3:6])[CH2:19][S:18][C@H:13]12 |f:3.4.5|. Procedure: To 10 ml of nitromethane were added 2.72 g of of 7-amino-cephalosporanic acid (hereinafter referred to as "7-ACA"), 9.63 g of zinc chloride and 0.71 g of methanol. The mixture was heated at 60° C. for 90 min to advance a reaction. After completion of the reaction, the reaction mixture was cooled to 5° C. To the reaction mixture were added 30 ml of water and 10 ml of methanol. Then, the mixture was adjusted to pH 7.8 with aqueous ammonia at a temperature of from -2° C. to 2° C. The resulting prec... Starting materials: CC#N, COC(=O)c1ccccc1S(=O)(=O)N=C=O, COc1nc(N)nc(Cl)c1C. Product: COC(=O)c1ccccc1S(=O)(=O)NC(=O)Nc1nc(Cl)c(C)c(OC)n1. Reaction SMILES: [CH3:28][C:29]#[N:30].[N:12](=[C:13]=[O:14])[S:15](=[O:16])(=[O:17])[c:18]1[c:19]([C:20](=[O:21])[O:22][CH3:23])[cH:24][cH:25][cH:26][cH:27]1.[NH2:1][c:2]1[n:3][c:4]([O:10][CH3:11])[c:5]([CH3:9])[c:6]([Cl:8])[n:7]1>>[NH:1]([c:2]1[n:3][c:4]([O:10][CH3:11])[c:5]([CH3:9])[c:6]([Cl:8])[n:7]1)[C:13]([NH:12][S:15](=[O:16])(=[O:17])[c:18]1[c:19]([C:20](=[O:21])[O:22][CH3:23])[cH:24][cH:25][cH:26][cH:27]1)=[O:14].